Dataset: the Open Reaction Database (ORD), a public repository of structured organic reaction records. Task: describe an organic reaction: reactants, conditions, products, and yield The reactants are CI (Methyl iodide), C(CCC)[SnH](CCCC)CCCC (tributyltin hydride), C(C1=CC=CC=C1)O[C@H]1[C@@H]([C@H]([C@H]2O[C@@H]1CO2)C)O (1,6-anhydro-4-O-benzyl-2-deoxy-2-C-methyl-β-D-glucopyranose), [H-].[Na+] (sodium hydride), C(=S)=S (carbon disulphide). Run in CCOCC (Ether), C1(=CC=CC=C1)C (toluene), C1CCOC1 (THF). Reaction conditions: time 0.5 hour. The product is C(C1=CC=CC=C1)O[C@H]1C[C@H]([C@H]2O[C@@H]1CO2)C (1,6-Anhydro-4-O-benzyl-2,3-dideoxy-2-C-methyl-β-D-ribo-hexopyranose). Reaction SMILES: [CH2:1]([O:8][C@@H:9]1[C@H:14]2[CH2:15][O:16][C@H:12]([O:13]2)[C@H:11]([CH3:17])[C@H:10]1O)[C:2]1[CH:7]=[CH:6][CH:5]=[CH:4][CH:3]=1.[H-].[Na+].C(=S)=S.CI.C([SnH](CCCC)CCCC)CCC>C1COCC1.C1(C)C=CC=CC=1.CCOCC>[CH2:1]([O:8][C@@H:9]1[C@H:14]2[CH2:15][O:16][C@H:12]([O:13]2)[C@H:11]([CH3:17])[CH2:10]1)[C:2]1[CH:3]=[CH:4][CH:5]=[CH:6][CH:7]=1 |f:1.2|. Procedure details: A solution of 1,6-anhydro-4-O-benzyl-2-deoxy-2-C-methyl-β-D-glucopyranose (Tetrahedron Lett. 22 (1981) 4315-4318) (0.280 g) in dry THF (10 ml) was stirred while sodium hydride (1.2 eq) was added slowly. When effervescence had ceased, a large excess (>10 eq) of carbon disulphide was added and the solution was stirred at room temperature for 0.5 h. Methyl iodide (5 eq) was then added and the solution was stirred a further 0.5 h at room temperature. Ether (50 ml) was added and the mixture was washe... Reactants: C(=O)(OC(C)(C)C)N[C@@H](CC1=CC(=C(C=C1)O)I)C(=O)O (N-Boc-3-iodotyrosine), C(C)(=O)OC(C)=O (acetic anhydride), solution, N (ammonia), C(CC(O)(C(=O)O)CC(=O)O)(=O)O (citric acid), C(CCl)Cl (EDC), C=1C=CC2=C(C1)N=NN2O (HOBt). The reagents and catalysts are CN(C)C=1C=CN=CC1 (DMAP). Solvent: N1=CC=CC=C1 (pyridine), CC(C)O (iPrOH). Run at time 1.5 hour. Product: C(=O)(OC(C)(C)C)NC([C@@H](N)CC1=CC(=C(C=C1)OC(C)=O)I)=O (N-Boc-O-acety-3-iodotyrosine amide). RXN SMILES: C([NH:8][C@H:9]([C:19]([OH:21])=O)[CH2:10][C:11]1[CH:16]=[CH:15][C:14]([OH:17])=[C:13]([I:18])[CH:12]=1)(OC(C)(C)C)=O.[C:22](OC(=O)C)(=[O:24])C.[CH2:29](Cl)[CH2:30]Cl.C1C=CC2N([OH:42])N=NC=2C=1.[NH3:43].C(O)(=O)[CH2:45][C:46]([CH2:51]C(O)=O)([C:48](O)=O)[OH:47]>N1C=CC=CC=1.CN(C1C=CN=CC=1)C.CC(O)C>[C:22]([NH:43][C:19](=[O:21])[C@H:9]([CH2:10][C:11]1[CH:16]=[CH:15][C:14]([O:17][C:29](=[O:42])[CH3:30])=[C:13]([I:18])[CH:12]=1)[NH2:8])([O:47][C:46]([CH3:45])([CH3:48])[CH3:51])=[O:24]. Procedure details: To a solution of N-Boc-3-iodotyrosine (0.380 g, 0.93 mmol) in pyridine (1 mL) were added acetic anhydride (105 μL, 1.1 mmol) and DMAP (10 mg, cat). The solution was stirred 1.5 h then diluted in 5% citric acid (20 mL), and the product extracted with EtOAc. The organic solution was evaporated and the residue dissolved in MeCN (4 mL). To the stirred cold (ice bath) solution were added EDC (0.196 g, 1.0 mmol) and HOBt (0.135 g, 1.0 mmol). After stirring for 1 h, a 2 N solution of ammonia in iPrOH (... The reactants are O=C([O-])[O-], COC(=O)CCc1ccc(O)cc1C, [Cs+], [Cs+], CCCN(CCOS(=O)(=O)c1ccc(C)cc1)S(=O)(=O)c1sc2ccc(F)cc2c1C, CN(C)C=O. The product is CCCN(CCOc1ccc(CCC(=O)OC)c(C)c1)S(=O)(=O)c1sc2ccc(F)cc2c1C. RXN SMILES: [C:46](=[O:47])([O-:48])[O-:49].[CH3:1][O:2][C:3]([CH2:4][CH2:5][c:6]1[c:7]([CH3:13])[cH:8][c:9]([OH:12])[cH:10][cH:11]1)=[O:14].[Cs+:50].[Cs+:51].[F:15][c:16]1[cH:17][c:18]2[c:19]([s:20][c:21]([S:24](=[O:25])(=[O:26])[N:27]([CH2:28][CH2:29][O:30][S:31]([c:32]3[cH:33][cH:34][c:35]([CH3:36])[cH:37][cH:38]3)(=[O:39])=[O:40])[CH2:41][CH2:42][CH3:43])[c:22]2[CH3:23])[cH:44][cH:45]1.[O:52]=[CH:53][N:54]([CH3:55])[CH3:56]>>[CH3:1][O:2][C:3]([CH2:4][CH2:5][c:6]1[c:7]([CH3:13])[cH:8][c:9]([O:12][CH2:29][CH2:28][N:27]([S:24]([c:21]2[s:20][c:19]3[c:18]([cH:17][c:16]([F:15])[cH:45][cH:44]3)[c:22]2[CH3:23])(=[O:25])=[O:26])[CH2:41][CH2:42][CH3:43])[cH:10][cH:11]1)=[O:14]. Reactants: CCOC(=O)CC1COC(C)(CO[SiH](C)C)OC1C(C)(C)C, CC(C)C[Al+]CC(C)C, Cc1ccccc1, [H-]. The product is C[SiH](C)OCC1(C)OCC(CC=O)C(C(C)(C)C)O1. As a reaction SMILES: [C:1]([CH3:2])([CH3:3])([CH3:4])[CH:5]1[O:6][C:7]([CH3:17])([CH2:18][O:19][SiH:20]([CH3:21])[CH3:22])[O:8][CH2:9][CH:10]1[CH2:11][C:12](=[O:13])[O:14][CH2:15][CH3:16].[CH2:24]([Al+:25][CH2:26][CH:27]([CH3:28])[CH3:29])[CH:30]([CH3:31])[CH3:32].[CH3:33][c:34]1[cH:35][cH:36][cH:37][cH:38][cH:39]1.[H-:23]>>[C:1]([CH3:2])([CH3:3])([CH3:4])[CH:5]1[O:6][C:7]([CH3:17])([CH2:18][O:19][SiH:20]([CH3:21])[CH3:22])[O:8][CH2:9][CH:10]1[CH2:11][CH:12]=[O:13]. Starting materials: O=C1C2=C(C=CC3=C1C=CC(=C3)C(C(=O)[O-])C)C=CC=C2.[Na+] (sodium 2-(5-oxo-5H-dibenzo[a,d]cyclohepten-2-yl)propionate), [Cl-].[Ca+2].[Cl-] (calcium chloride). Solvent: O (water), O (water). Reaction conditions: time 12 hour. Yields the product O=C1C2=C(C=CC3=C1C=CC(=C3)C(C(=O)[O-])C)C=CC=C2.[Ca+2].O=C2C3=C(C=CC1=C2C=CC(=C1)C(C(=O)[O-])C)C=CC=C3 (calcium 2-(5-oxo-5H-dibenzo[a,d]cyclohepten-2-yl)propionate). As a reaction SMILES: [O:1]=[C:2]1[C:8]2[CH:9]=[CH:10][C:11]([CH:13]([CH3:17])[C:14]([O-:16])=[O:15])=[CH:12][C:7]=2[CH:6]=[CH:5][C:4]2[CH:18]=[CH:19][CH:20]=[CH:21][C:3]1=2.[Na+].[Cl-].[Ca+2:24].[Cl-]>O>[O:1]=[C:2]1[C:8]2[CH:9]=[CH:10][C:11]([CH:13]([CH3:17])[C:14]([O-:16])=[O:15])=[CH:12][C:7]=2[CH:6]=[CH:5][C:4]2[CH:18]=[CH:19][CH:20]=[CH:21][C:3]1=2.[Ca+2:24].[O:1]=[C:2]1[C:8]2[CH:9]=[CH:10][C:11]([CH:13]([CH3:17])[C:14]([O-:16])=[O:15])=[CH:12][C:7]=2[CH:6]=[CH:5][C:4]2[CH:18]=[CH:19][CH:20]=[CH:21][C:3]1=2 |f:0.1,2.3.4,6.7.8|. Reported procedure: 25.2 G. of sodium 2-(5-oxo-5H-dibenzo[a,d]cyclohepten-2-yl)propionate in 300 ml. of water is added to a mixture of 5.55 g. of calcium chloride in 300 ml. of water, and the mixture is allowed to stand for 12 hrs. at room temperature. The mixture is then filtered, and the filtered salt washed several times with portions of ice cold water. The washed salt is dried under vacuum to yield calcium 2-(5-oxo-5H-dibenzo[a,d]cyclohepten-2-yl)propionate. Reactants: CCCCc1ccc(B(O)O)cc1, Cc1ccccc1, COc1cc2nccc(Oc3ccc(C)nc3I)c2cc1OC, [Na+], O=C([O-])O. Product: CCCCc1ccc(-c2nc(C)ccc2Oc2ccnc3cc(OC)c(OC)cc23)cc1. Reaction SMILES: [CH2:24]([CH2:25][CH2:26][CH3:27])[c:28]1[cH:29][cH:30][c:31]([B:34]([OH:35])[OH:36])[cH:32][cH:33]1.[CH3:42][c:43]1[cH:44][cH:45][cH:46][cH:47][cH:48]1.[I:1][c:2]1[n:3][c:4]([CH3:23])[cH:5][cH:6][c:7]1[O:8][c:9]1[cH:10][cH:11][n:12][c:13]2[cH:14][c:15]([O:21][CH3:22])[c:16]([O:19][CH3:20])[cH:17][c:18]12.[Na+:37].[OH:38][C:39](=[O:40])[O-:41]>>[c:2]1(-[c:31]2[cH:30][cH:29][c:28]([CH2:24][CH2:25][CH2:26][CH3:27])[cH:33][cH:32]2)[n:3][c:4]([CH3:23])[cH:5][cH:6][c:7]1[O:8][c:9]1[cH:10][cH:11][n:12][c:13]2[cH:14][c:15]([O:21][CH3:22])[c:16]([O:19][CH3:20])[cH:17][c:18]12. Reactants: COCCOCCOC, Cc1nc(Cl)c([N+](=O)[O-])c(NCCOc2ccccc2)c1C, [H-], [H][H], [Na+], Oc1ccccc1. The product is Cc1nc(Oc2ccccc2)c([N+](=O)[O-])c(NCCOc2ccccc2)c1C. RXN SMILES: [CH3:34][O:35][CH2:36][CH2:37][O:38][CH2:39][CH2:40][O:41][CH3:42].[Cl:12][c:13]1[n:14][c:15]([CH3:33])[c:16]([CH3:32])[c:17]([NH:22][CH2:23][CH2:24][O:25][c:26]2[cH:27][cH:28][cH:29][cH:30][cH:31]2)[c:18]1[N+:19](=[O:20])[O-:21].[H-:1].[H:10][H:11].[Na+:2].[OH:3][c:4]1[cH:5][cH:6][cH:7][cH:8][cH:9]1>>[O:3]([c:4]1[cH:5][cH:6][cH:7][cH:8][cH:9]1)[c:13]1[n:14][c:15]([CH3:33])[c:16]([CH3:32])[c:17]([NH:22][CH2:23][CH2:24][O:25][c:26]2[cH:27][cH:28][cH:29][cH:30][cH:31]2)[c:18]1[N+:19](=[O:20])[O-:21]. Starting materials: O=C(c1ccccc1)N1CCc2[nH]c3ccc(Br)cc3c2CC1, COCCOC, CCOC(C)=O, CCCCCC, [Na+], [Na+], O=C([O-])[O-], OB(O)c1ccccc1, c1ccc(P(c2ccccc2)(c2ccccc2)[Pd](P(c2ccccc2)(c2ccccc2)c2ccccc2)(P(c2ccccc2)(c2ccccc2)c2ccccc2)P(c2ccccc2)(c2ccccc2)c2ccccc2)cc1. Product: O=C(c1ccccc1)N1CCc2[nH]c3ccc(-c4ccccc4)cc3c2CC1. RXN SMILES: [C:1]([c:2]1[cH:3][cH:4][cH:5][cH:6][cH:7]1)(=[O:8])[N:9]1[CH2:10][CH2:11][c:12]2[nH:13][c:14]3[cH:15][cH:16][c:17]([Br:23])[cH:18][c:19]3[c:20]2[CH2:21][CH2:22]1.[CH2:45]([CH2:46][O:47][CH3:48])[O:49][CH3:50].[CH3:33][CH2:34][O:35][C:36]([CH3:37])=[O:38].[CH3:39][CH2:40][CH2:41][CH2:42][CH2:43][CH3:44].[Na+:51].[Na+:52].[O-:53][C:54](=[O:55])[O-:56].[OH:24][B:25]([OH:26])[c:27]1[cH:28][cH:29][cH:30][cH:31][cH:32]1.[cH:57]1[cH:58][cH:59][c:60]([P:61]([Pd:62]([P:63]([c:64]2[cH:65][cH:66][cH:67][cH:68][cH:69]2)([c:70]2[cH:71][cH:72][cH:73][cH:74][cH:75]2)[c:76]2[cH:77][cH:78][cH:79][cH:80][cH:81]2)([P:82]([c:83]2[cH:84][cH:85][cH:86][cH:87][cH:88]2)([c:89]2[cH:90][cH:91][cH:92][cH:93][cH:94]2)[c:95]2[cH:96][cH:97][cH:98][cH:99][cH:100]2)[P:101]([c:102]2[cH:103][cH:104][cH:105][cH:106][cH:107]2)([c:108]2[cH:109][cH:110][cH:111][cH:112][cH:113]2)[c:114]2[cH:115][cH:116][cH:117][cH:118][cH:119]2)([c:120]2[cH:121][cH:122][cH:123][cH:124][cH:125]2)[c:126]2[cH:127][cH:128][cH:129][cH:130][cH:131]2)[cH:132][cH:133]1>>[C:1]([c:2]1[cH:3][cH:4][cH:5][cH:6][cH:7]1)(=[O:8])[N:9]1[CH2:10][CH2:11][c:12]2[nH:13][c:14]3[cH:15][cH:16][c:17](-[c:27]4[cH:28][cH:29][cH:30][cH:31][cH:32]4)[cH:18][c:19]3[c:20]2[CH2:21][CH2:22]1. RXN SMILES: S(O)(O)(=O)=O.[C:6]([N:9]1[CH2:14][CH2:13][N:12]([CH2:15][C:16]2[CH:21]=[CH:20][CH:19]=[CH:18][CH:17]=2)[CH2:11][CH2:10]1)(=[NH:8])[NH2:7].[OH-].[Na+].[CH2:24]([N:26]1[CH2:31][CH2:30][C:29](=O)[C:28](=[CH:33]OC)[C:27]1=[O:36])[CH3:25]>C(O)C>[CH2:15]([N:12]1[CH2:13][CH2:14][N:9]([C:6]2[N:7]=[CH:33][C:28]3[C:27](=[O:36])[N:26]([CH2:24][CH3:25])[CH2:31][CH2:30][C:29]=3[N:8]=2)[CH2:10][CH2:11]1)[C:16]1[CH:21]=[CH:20][CH:19]=[CH:18][CH:17]=1 |f:0.1,2.3|. The reactants are S(=O)(=O)(O)O.C(N)(=N)N1CCN(CC1)CC1=CC=CC=C1 (1-amidino-4-benzylpiperazine sulfate), [OH-].[Na+] (sodium hydroxide), C(C)N1C(C(C(CC1)=O)=COC)=O (1-ethyl-3-methoxymethylenepiperidine-2,4-dione), resultant mixture. Yield: 80.8%. The solvent is C(C)O (ethanol). Procedure: To a suspension which had been obtained by adding 1.56 g of 1-amidino-4-benzylpiperazine sulfate to an ethanol solution of 0.23 g of sodium hydroxide, 1.07 g of 1-ethyl-3-methoxymethylenepiperidine-2,4-dione (Referential Example 37) was added. The resultant mixture was refluxed for 2 hours. After distilling off ethanol, water was added to the residue, followed by extraction with chloroform. After drying the chloroform layer, it was concentrated to obtain 1.4 g of 2-(4-benzylpiperazino)-6-ethyl-5... Yields the product C(C1=CC=CC=C1)N1CCN(CC1)C=1N=CC2=C(N1)CCN(C2=O)CC (2-(4-benzylpiperazino)-6-ethyl-5-oxo-5,6,7,8-tetrahydropyrido[4,3-d]pyrimidine).